From a dataset of the Open Reaction Database (ORD), a public repository of structured organic reaction records. describe an organic reaction: reactants, conditions, products, and yield The reactants are COC(=O)C(CC1CCCO1)c1ccc(S(C)(=O)=O)c(Cl)c1, CCO, [Li+], [OH-], O, O. The product is CS(=O)(=O)c1ccc(C(CC2CCCO2)C(=O)O)cc1Cl. Reaction SMILES: [CH3:1][O:2][C:3]([CH:4]([CH2:5][CH:6]1[O:7][CH2:8][CH2:9][CH2:10]1)[c:11]1[cH:12][c:13]([Cl:21])[c:14]([S:17](=[O:18])(=[O:19])[CH3:20])[cH:15][cH:16]1)=[O:22].[CH3:26][CH2:27][OH:28].[Li+:25].[OH-:24].[OH2:23].[OH2:29]>>[O:2]=[C:3]([CH:4]([CH2:5][CH:6]1[O:7][CH2:8][CH2:9][CH2:10]1)[c:11]1[cH:12][c:13]([Cl:21])[c:14]([S:17](=[O:18])(=[O:19])[CH3:20])[cH:15][cH:16]1)[OH:22]. Starting materials: C(CCC)C1=CC=C(C=C1)C#CC1=CC=C(CN(C2=CC3=C(OC(OC3=O)(C)C)C=C2)CCCC2=CC=CC=C2)C=C1 (6-[{4-[(4-butylphenyl)ethynyl]benzyl}(3-phenylpropyl)amino]-2,2-dimethyl-4H-1,3-benzodioxin-4-one), [OH-].[Na+] (NaOH), Cl (HCl). Run in CO.C1CCOC1 (MeOH THF), CO (MeOH). Run at time 48 hour. Yields the product Cl.C(CCC)C1=CC=C(C=C1)C#CC1=CC=C(CN(C=2C=CC(=C(C(=O)O)C2)O)CCCC2=CC=CC=C2)C=C1 (5-[{4-[(4-butylphenyl)ethynyl]benzyl}(3-phenylpropyl)amino]-2-hydroxybenzoic acid, hydrochloride salt). The yield is 32.0%. RXN SMILES: [CH2:1]([C:5]1[CH:10]=[CH:9][C:8]([C:11]#[C:12][C:13]2[CH:42]=[CH:41][C:16]([CH2:17][N:18]([CH2:32][CH2:33][CH2:34][C:35]3[CH:40]=[CH:39][CH:38]=[CH:37][CH:36]=3)[C:19]3[CH:31]=[CH:30][C:22]4[O:23]C(C)(C)[O:25][C:26](=[O:27])[C:21]=4[CH:20]=3)=[CH:15][CH:14]=2)=[CH:7][CH:6]=1)[CH2:2][CH2:3][CH3:4].[OH-].[Na+].[ClH:45]>CO.C1COCC1.CO>[ClH:45].[CH2:1]([C:5]1[CH:6]=[CH:7][C:8]([C:11]#[C:12][C:13]2[CH:42]=[CH:41][C:16]([CH2:17][N:18]([CH2:32][CH2:33][CH2:34][C:35]3[CH:40]=[CH:39][CH:38]=[CH:37][CH:36]=3)[C:19]3[CH:31]=[CH:30][C:22]([OH:23])=[C:21]([CH:20]=3)[C:26]([OH:27])=[O:25])=[CH:15][CH:14]=2)=[CH:9][CH:10]=1)[CH2:2][CH2:3][CH3:4] |f:1.2,4.5,7.8|. Procedure: To a solution of 6-[{4-[(4-butylphenyl)ethynyl]benzyl}(3-phenylpropyl)amino]-2,2-dimethyl-4H-1,3-benzodioxin-4-one (147 mg, 0.26 mmol) in MeOH/THF (9 ml, (2/1)) was added an aqueous solution of NaOH (0.3 mL, 5N). The reaction mixture was stirred at rt for 48 hrs. Then a solution of HCl in MeOH (2.5 mL, 1.25M) was added and the solvents were 5 removed under reduced pressure. The residue was taken up with water (5 mL), extracted with Et2O (2×5 mL) and the combined organic layers were dried over Na... Product: BrC=1C=NC2=CC=C(C=C2C1)CC1=NN=C(O1)N (5-(3-Bromo-quinolin-6-ylmethyl)-[1,3,4]oxadiazol-2-ylamine). As a reaction SMILES: [Br:1][C:2]1[CH:3]=[N:4][C:5]2[C:10]([CH:11]=1)=[CH:9][C:8]([CH2:12][C:13]([NH:15][NH2:16])=[O:14])=[CH:7][CH:6]=2.[N:17]#[C:18]Br>CO.O>[Br:1][C:2]1[CH:3]=[N:4][C:5]2[C:10]([CH:11]=1)=[CH:9][C:8]([CH2:12][C:13]1[O:14][C:18]([NH2:17])=[N:16][N:15]=1)=[CH:7][CH:6]=2. Procedure: A mixture of (3-bromo-quinolin-6-yl)-acetic acid hydrazide (prepared according to procedure described herein) (4.12 g, 14.7 mmol), cyanogen bromide (1.1 eq., 16.2 mmol, 1.7 g) and KHCO3 (1.25 eq., 18.3 mmol, 1.83 g) was stirred in methanol (30 mL) at ambient temperature for 18 hours. The was then diluted with water (40 mL) and the solid was collected via filtration and washed with cold methanol and dried to return the title compound as an off white solid (4.02 g, 13.2 mmol, 90%). 1H NMR (DMSO-d6... Starting materials: BrC=1C=NC2=CC=C(C=C2C1)CC(=O)NN ((3-bromo-quinolin-6-yl)-acetic acid hydrazide), N#CBr (cyanogen bromide), KHCO3, solid. The solvent is CO (methanol), O (water). The reactants are CN(CCCN(C(CCCCCCCCCCCCCCC)=O)C(C)C)C (N,N-dimethyl-N'-(2-propyl)-N'-hexadecanoyl-1,3-propanediamine), Cl (hydrogen chloride). The solvent is C(C)OCC (diethyl ether). Yields the product Cl.CN(CCCN(C(CCCCCCCCCCCCCCC)=O)C(C)C)C (N,N-Dimethyl-N'-(2-propyl)-N'-hexadecanoyl-1,3-propanediamine hydrochloride). RXN SMILES: [CH3:1][N:2]([CH3:27])[CH2:3][CH2:4][CH2:5][N:6]([CH:24]([CH3:26])[CH3:25])[C:7](=[O:23])[CH2:8][CH2:9][CH2:10][CH2:11][CH2:12][CH2:13][CH2:14][CH2:15][CH2:16][CH2:17][CH2:18][CH2:19][CH2:20][CH2:21][CH3:22].[ClH:28]>C(OCC)C>[ClH:28].[CH3:27][N:2]([CH3:1])[CH2:3][CH2:4][CH2:5][N:6]([CH:24]([CH3:26])[CH3:25])[C:7](=[O:23])[CH2:8][CH2:9][CH2:10][CH2:11][CH2:12][CH2:13][CH2:14][CH2:15][CH2:16][CH2:17][CH2:18][CH2:19][CH2:20][CH2:21][CH3:22] |f:3.4|. Procedure details: To a solution of N,N-dimethyl-N'-(2-propyl)-N'-hexadecanoyl-1,3-propanediamine (0.20 g, 0.52 mmole) in diethyl ether was added an ethereal solution of hydrogen chloride. The reaction mixture was placed in the refrigerator overnight. The title compound (0.09 g, 45%) was collected by filtration as a white solid. mp. 80°-82° C. 1H NMR (300 MHz, CD3OD): δ0.65 to 0.69 (3H, bs), 1.080 (24H, bs), 11.37 to 1.40 (2H, m), 1.71 to 1.75 (2H, m), 2.21 to 2.24 (2H, m), 2.64 to 2.68 (6H, bs), 2.86 to 2.90 (2H,... Reactants: COC=1C=CC=2C[C@@H]3[C@@]4(CCOC[C@@]4(C2C1)CCN3)O (3-methoxy-14β-hydroxy-6-oxamorphinan), C(C=C)Br (allyl bromide), C([O-])([O-])=O.[K+].[K+] (potassium carbonate). The solvent is C(C)#N (acetonitrile). Yields the product C(C=C)N1[C@H]2[C@@]3(CCOC[C@@]3(C=3C=C(C=CC3C2)OC)CC1)O (17-Allyl-14β-hydroxy-3-methoxy-6-oxamorphinan). As a reaction SMILES: [CH3:1][O:2][C:3]1[CH:4]=[CH:5][C:6]2[CH2:7][C@H:8]3[NH:19][CH2:18][CH2:17][C@@:14]4([C:15]=2[CH:16]=1)[C@@:9]3([OH:20])[CH2:10][CH2:11][O:12][CH2:13]4.[CH2:21](Br)[CH:22]=[CH2:23].C(=O)([O-])[O-].[K+].[K+]>C(#N)C>[CH2:23]([N:19]1[CH2:18][CH2:17][C@@:14]23[C:15]4[CH:16]=[C:3]([O:2][CH3:1])[CH:4]=[CH:5][C:6]=4[CH2:7][C@@H:8]1[C@:9]2([OH:20])[CH2:10][CH2:11][O:12][CH2:13]3)[CH:22]=[CH2:21] |f:2.3.4|. Reported procedure: A mixture of 3-methoxy-14β-hydroxy-6-oxamorphinan (X) (0.005 m), allyl bromide (0.006 m) and potassium carbonate (2 g) in 20 ml acetonitrile is heated at reflux for 18 hours. The mixture is filtered and the filtrate concentrated. The residue is treated with water and extracted with ethyl acetate. The extracts are dried (Na2SO4) and concentrated to give the title compound. Reagents/catalysts: C=1C=CC(=CC1)[P](C=2C=CC=CC2)(C=3C=CC=CC3)[Pd]([P](C=4C=CC=CC4)(C=5C=CC=CC5)C=6C=CC=CC6)([P](C=7C=CC=CC7)(C=8C=CC=CC8)C=9C=CC=CC9)[P](C=1C=CC=CC1)(C=1C=CC=CC1)C=1C=CC=CC1 (tetrakis(triphenylphosphine)palladium). As a reaction SMILES: Br[C:2]1[CH:3]=[C:4]([N:11]2[CH2:16][CH2:15][N:14]([CH3:17])[CH2:13][CH2:12]2)[CH:5]=[CH:6][C:7]=1[N+:8]([O-:10])=[O:9].[F:18][C:19]1[CH:24]=[CH:23][CH:22]=[CH:21][C:20]=1B(O)O.C([O-])([O-])=O.[Na+].[Na+].C1(P(C2C=CC=CC=2)C2C=CC=CC=2)C=CC=CC=1>COCCOC.ClCCl.CCCCCC.C1C=CC([P]([Pd]([P](C2C=CC=CC=2)(C2C=CC=CC=2)C2C=CC=CC=2)([P](C2C=CC=CC=2)(C2C=CC=CC=2)C2C=CC=CC=2)[P](C2C=CC=CC=2)(C2C=CC=CC=2)C2C=CC=CC=2)(C2C=CC=CC=2)C2C=CC=CC=2)=CC=1.CO>[F:18][C:19]1[CH:24]=[CH:23][CH:22]=[CH:21][C:20]=1[C:2]1[C:7]([N+:8]([O-:10])=[O:9])=[CH:6][CH:5]=[C:4]([N:11]2[CH2:16][CH2:15][N:14]([CH3:17])[CH2:13][CH2:12]2)[CH:3]=1 |f:2.3.4,7.8,^1:71,73,92,111|. Procedure details: The procedure of Example 9, step (b) was followed using 75.0 mg (0.250 mmol) 1-(3-bromo-4-nitro-phenyl)-4-methyl-piperazine (as prepared in Example 9, step (a)), 136 mg (0.999 mmol) 2-fluorophenylboronic acid, 26.8 mg (0.0232 mmol) of tetrakis(triphenylphosphine)palladium (0) and 400 μL (0.799 mmol) of 2.0 M aq Na2CO3 in DME except the mixture was heated for 22 h. Chromatography on a 5-g silica SPE column with 1-5% MeOH in dichloromethane-hexane (1:1) afforded 95.0 mg of the title compound (76% ... Starting materials: FC1=C(C=CC=C1)B(O)O (2-fluorophenylboronic acid), C(=O)([O-])[O-].[Na+].[Na+] (Na2CO3), BrC=1C=C(C=CC1[N+](=O)[O-])N1CCN(CC1)C (1-(3-Bromo-4-nitro-phenyl)-4-methyl-piperazine), C1(=CC=CC=C1)P(C1=CC=CC=C1)C1=CC=CC=C1 (triphenylphosphine). The solvent is ClCCl.CCCCCC (dichloromethane hexane), CO (MeOH), COCCOC (DME). Isolated yield 120.5%. Product: 5-g, FC1=C(C=CC=C1)C1=CC(=CC=C1[N+](=O)[O-])N1CCN(CC1)C (1-(2′-Fluoro-6-nitro-biphenyl-3-yl)-4-methyl-piperazine). Reactants: ( 1 ), C(C=C)O[C@@H]1C[C@@H](C2=CC(=CC=C12)OC)NC[C@H]([C@H](CC1=CC(=CC(=C1)F)F)N)O ((2R,3S)-1-((1S,3R)-3-(allyloxy)-6-methoxy-2,3-dihydro-1H-inden-1-ylamino)-3-amino-4-(3,5-difluorophenyl)butan-2-ol), C(C)(=O)N[C@]1(C(N(CC1)[C@H](C(=O)O)CC=C)=O)C(C)CC ((S)-2-((S)-3-acetamido-3-sec-butyl-2-oxopyrrolidin-1-yl)pent-4-enoic acid), C(CCl)Cl (EDC), C=1C=CC2=C(C1)N=NN2O (HOBt), CCN(C(C)C)C(C)C (DIEA). Solvent: CN(C)C=O (DMF). Run at time 24 hour. Product: C(C)(=O)N[C@]1(C(N(CC1)[C@H](C(=O)N[C@@H](CC1=CC=CC=C1)[C@@H](CN[C@H]1C[C@H](C2=CC=C(C=C12)OC)OCC=C)O)CC=C)=O)C(C)CC ((S)-2-((S)-3-acetamido-3-sec-butyl-2-oxopyrrolidin-1-yl)-N-((2S,3R)-4-((1S,3R)-3-(allyloxy)-6-methoxy-2,3-dihydro-1H-inden-1-ylamino)-3-hydroxy-1-phenylbutan-2-yl)pent-4-enamide). The yield is 44.5%. RXN SMILES: [CH2:1]([O:4][C@H:5]1[C:13]2[C:8](=[CH:9][C:10]([O:14][CH3:15])=[CH:11][CH:12]=2)[C@@H:7]([NH:16][CH2:17][C@@H:18]([OH:30])[C@@H:19]([NH2:29])[CH2:20][C:21]2[CH:26]=[C:25](F)[CH:24]=[C:23](F)[CH:22]=2)[CH2:6]1)[CH:2]=[CH2:3].[C:31]([NH:34][C@:35]1([CH:48]([CH2:50][CH3:51])[CH3:49])[CH2:39][CH2:38][N:37]([C@@H:40]([CH2:44][CH:45]=[CH2:46])[C:41](O)=[O:42])[C:36]1=[O:47])(=[O:33])[CH3:32].C(Cl)CCl.C1C=CC2N(O)N=NC=2C=1.CCN(C(C)C)C(C)C>CN(C=O)C>[C:31]([NH:34][C@:35]1([CH:48]([CH2:50][CH3:51])[CH3:49])[CH2:39][CH2:38][N:37]([C@@H:40]([CH2:44][CH:45]=[CH2:46])[C:41]([NH:29][C@H:19]([C@H:18]([OH:30])[CH2:17][NH:16][C@@H:7]2[C:8]3[C:13](=[CH:12][CH:11]=[C:10]([O:14][CH3:15])[CH:9]=3)[C@H:5]([O:4][CH2:1][CH:2]=[CH2:3])[CH2:6]2)[CH2:20][C:21]2[CH:26]=[CH:25][CH:24]=[CH:23][CH:22]=2)=[O:42])[C:36]1=[O:47])(=[O:33])[CH3:32]. Procedure details: Step N (1): (2R,3S)-1-((1S,3R)-3-(allyloxy)-6-methoxy-2,3-dihydro-1H-inden-1-ylamino)-3-amino-4-(3,5-difluorophenyl)butan-2-ol (20 mg, 0.05 mmol) from step E (2), (S)-2-((S)-3-acetamido-3-sec-butyl-2-oxopyrrolidin-1-yl)pent-4-enoic acid (14 mg, 0.048 mmol) from step L (7), EDC (10 mg, 0.05 mmol), HOBt (7 mg, 0.05 mmol), DIEA (40 μL, 0.24 mmol) were mixed in 2 mL of DMF. The mixture was stirred at RT for 24 h. Purified with reverse phase Prep-HPLC to give 14.1 mg of (S)-2-((S)-3-acetamido-3-sec-b... Product: CS(=O)(=O)Nc1cc(C(O)CNC2CCN(c3ccc(S(=O)(=O)N(CC(=O)O)CC4CC4)cc3)CC2)ccc1O. RXN SMILES: [CH2:1]([CH3:2])[O:3][C:4]([CH2:5][N:6]([S:7](=[O:8])(=[O:9])[c:10]1[cH:11][cH:12][c:13]([N:16]2[CH2:17][CH2:18][CH:19]([NH:22][CH2:23][CH:24]([c:25]3[cH:26][c:27]([NH:32][S:33](=[O:34])(=[O:35])[CH3:36])[c:28]([OH:31])[cH:29][cH:30]3)[OH:37])[CH2:20][CH2:21]2)[cH:14][cH:15]1)[CH2:38][CH:39]1[CH2:40][CH2:41]1)=[O:42].[CH3:46][C:47](=[O:48])[OH:49].[CH3:50][CH2:51][OH:52].[Li+:45].[OH-:44].[OH2:43].[OH2:53]>>[O:3]=[C:4]([CH2:5][N:6]([S:7](=[O:8])(=[O:9])[c:10]1[cH:11][cH:12][c:13]([N:16]2[CH2:17][CH2:18][CH:19]([NH:22][CH2:23][CH:24]([c:25]3[cH:26][c:27]([NH:32][S:33](=[O:34])(=[O:35])[CH3:36])[c:28]([OH:31])[cH:29][cH:30]3)[OH:37])[CH2:20][CH2:21]2)[cH:14][cH:15]1)[CH2:38][CH:39]1[CH2:40][CH2:41]1)[OH:42]. Reactants: CCOC(=O)CN(CC1CC1)S(=O)(=O)c1ccc(N2CCC(NCC(O)c3ccc(O)c(NS(C)(=O)=O)c3)CC2)cc1, CC(=O)O, CCO, [Li+], [OH-], O, O. Reactants: C(C)(=O)N1CCC(CC1)N1C(N(C(C2=CC(=CC=C12)O)=O)CC1=CC(=C(C=C1)OC)OC)=O (1-(1-acetylpiperidin-4-yl)-3-(3,4-dimethoxybenzyl)-6-hydroxyquinazoline-2,4(1H,3H)-dione), C(=O)([O-])[O-].[Cs+].[Cs+] (Cs2CO3), BrCC#N (bromoacetonitrile). Run in CN(C)C=O (DMF). The product is C(C)(=O)N1CCC(CC1)N1C(N(C(C2=CC(=CC=C12)OCC#N)=O)CC1=CC(=C(C=C1)OC)OC)=O ({[1-(1-Acetylpiperidin-4-yl)-3-(3,4-dimethoxybenzyl)-2,4-dioxo-1,2,3,4-tetrahydroquinazolin-6-yl]oxy}acetonitrile). Isolated yield 72.1%. RXN SMILES: [C:1]([N:4]1[CH2:9][CH2:8][CH:7]([N:10]2[C:19]3[C:14](=[CH:15][C:16]([OH:20])=[CH:17][CH:18]=3)[C:13](=[O:21])[N:12]([CH2:22][C:23]3[CH:28]=[CH:27][C:26]([O:29][CH3:30])=[C:25]([O:31][CH3:32])[CH:24]=3)[C:11]2=[O:33])[CH2:6][CH2:5]1)(=[O:3])[CH3:2].C([O-])([O-])=O.[Cs+].[Cs+].Br[CH2:41][C:42]#[N:43]>CN(C=O)C>[C:1]([N:4]1[CH2:5][CH2:6][CH:7]([N:10]2[C:19]3[C:14](=[CH:15][C:16]([O:20][CH2:41][C:42]#[N:43])=[CH:17][CH:18]=3)[C:13](=[O:21])[N:12]([CH2:22][C:23]3[CH:28]=[CH:27][C:26]([O:29][CH3:30])=[C:25]([O:31][CH3:32])[CH:24]=3)[C:11]2=[O:33])[CH2:8][CH2:9]1)(=[O:3])[CH3:2] |f:1.2.3|. Procedure: 0.12 g of 1-(1-acetylpiperidin-4-yl)-3-(3,4-dimethoxybenzyl)-6-hydroxyquinazoline-2,4(1H,3H)-dione obtained in stage 2.2 and 0.172 g of Cs2CO3 in 3 ml of DMF are stirred for 15 min at AT. 0.038 g of bromoacetonitrile is added and the reaction mixture is subsequently irradiated under a microwave field at 100° C. for 15 min. It is filtered and the filtrate is evaporated under reduced pressure. The residue is chromatographed on silica gel, elution being carried out with an MeOH/DCM mixture, (1/99, ...